From a dataset of the Open Reaction Database (ORD), a public repository of structured organic reaction records. describe an organic reaction: reactants, conditions, products, and yield Starting materials: O (water), C(C1=CC=CC=C1)N1N=C2C=C(C=CC2=C1)C=1C=C(N2N=CN=C(C21)N)CCCN2CCNCC2 (5-(2-benzyl-2H-indazol-6-yl)-7-(3-piperazin-1-yl-propyl)pyrrolo-[2,1-f][1,2,4]triazin-4-ylamine), C(CC)(=O)Cl (propionyl chloride), C(C)N(C(C)C)C(C)C (EtN(iPr)2). The solvent is CN(C)C=O (DMF). Run at temperature 50 celsius. The product is NC1=NC=NN2C1=C(C=C2CCCN2CCN(CC2)C(CC)=O)C=2C=CC1=CN(N=C1C2)CC2=CC=CC=C2 (1-(4-{3-[4-Amino-5-(2-benzyl-2H-indazol-6-yl)-pyrrolo[2,1-f][1,2,4]triazin-7-yl]-propyl}-piperazin-1-yl)-propan-1-one). Yield: 42.5%. Reaction SMILES: [CH2:1]([N:8]1[CH:16]=[C:15]2[C:10]([CH:11]=[C:12]([C:17]3[CH:18]=[C:19]([CH2:27][CH2:28][CH2:29][N:30]4[CH2:35][CH2:34][NH:33][CH2:32][CH2:31]4)[N:20]4[C:25]=3[C:24]([NH2:26])=[N:23][CH:22]=[N:21]4)[CH:13]=[CH:14]2)=[N:9]1)[C:2]1[CH:7]=[CH:6][CH:5]=[CH:4][CH:3]=1.C(N(C(C)C)C(C)C)C.[C:45](Cl)(=[O:48])[CH2:46][CH3:47].O>CN(C=O)C>[NH2:26][C:24]1[C:25]2=[C:17]([C:12]3[CH:13]=[CH:14][C:15]4[C:10]([CH:11]=3)=[N:9][N:8]([CH2:1][C:2]3[CH:7]=[CH:6][CH:5]=[CH:4][CH:3]=3)[CH:16]=4)[CH:18]=[C:19]([CH2:27][CH2:28][CH2:29][N:30]3[CH2:35][CH2:34][N:33]([C:45](=[O:48])[CH2:46][CH3:47])[CH2:32][CH2:31]3)[N:20]2[N:21]=[CH:22][N:23]=1. Procedure: 5-(2-benzyl-2H-indazol-6-yl)-7-(3-piperazin-1-yl-propyl)pyrrolo-[2,1-f][1,2,4]triazin-4-ylamine (75 mg, 0.16 mmol) was dissolved in anhydrous DMF (3.2 mL) and treated with EtN(iPr)2 (44 μL, 0.32 mmol) followed by the addition of propionyl chloride (22 μL, 0.24 mmol). The mixture was heated to 50° C. for 18 h, cooled to rt and poured into water. The aqueous layer was extracted with 3×10 mL of EtOAc and the combined organic phases were washed with brine, dried (Na2SO4), filtered and concentrated i... The reactants are FC1=CC=C(C=C1)C=1SC=CC1C1=CC=C(C=C1)SC (2-(4-fluorophenyl)-3-(4-methylthiophenyl)thiophene), solution, BrBr (bromine). Run in C(Cl)Cl (methylene chloride), C(C)(=O)O (acetic acid), C(C)(=O)O (acetic acid). Run at time 1.5 hour. Yields the product BrC1=CC(=C(S1)C1=CC=C(C=C1)F)C1=CC=C(C=C1)SC (5-Bromo-2-(4-fluorophenyl)-3-(4-methylthiophenyl)thiophene). As a reaction SMILES: [F:1][C:2]1[CH:7]=[CH:6][C:5]([C:8]2[S:9][CH:10]=[CH:11][C:12]=2[C:13]2[CH:18]=[CH:17][C:16]([S:19][CH3:20])=[CH:15][CH:14]=2)=[CH:4][CH:3]=1.[Br:21]Br>C(Cl)Cl.C(O)(=O)C>[Br:21][C:10]1[S:9][C:8]([C:5]2[CH:4]=[CH:3][C:2]([F:1])=[CH:7][CH:6]=2)=[C:12]([C:13]2[CH:18]=[CH:17][C:16]([S:19][CH3:20])=[CH:15][CH:14]=2)[CH:11]=1. Procedure details: A solution of 2-(4-fluorophenyl)-3-(4-methylthiophenyl)thiophene (7.5 g, 25 mmole) in methylene chloride (75 ml) was diluted with 75 ml of acetic acid, cooled to about 5°, and treated dropwise with a 1M solution of bromine in acetic acid (28 ml, 1.1 equiv). The reaction mixture was stirred at 5° for 1.5 hours and then concentrated in vacuo. The residue was dissolved in ethyl acetate and the solution washed with saturated aqueous sodium bicarbonate and brine, dried, and evaporated. Recrystallizat... Reactants: O=C([O-])[O-], OCC12CCCN1CCNC2, CS(C)=O, Cc1cc(F)ccc1-c1cc(Cl)ncc1N(C)C(=O)C(C)(C)c1cc(C(F)(F)F)cc(C(F)(F)F)c1, [K+], [K+], O. Product: Cc1cc(F)ccc1-c1cc(N2CCN3CCCC3(CO)C2)ncc1N(C)C(=O)C(C)(C)c1cc(C(F)(F)F)cc(C(F)(F)F)c1. Reaction SMILES: [C:48](=[O:49])([O-:50])[O-:51].[CH2:1]1[C:2]2([CH2:10][OH:11])[N:3]([CH2:4][CH2:5][NH:6]1)[CH2:7][CH2:8][CH2:9]2.[CH3:54][S:55]([CH3:56])=[O:57].[F:12][C:13]([c:14]1[cH:15][c:16]([C:24]([C:25](=[O:26])[N:27]([CH3:28])[c:29]2[cH:30][n:31][c:32]([Cl:43])[cH:33][c:34]2-[c:35]2[c:36]([CH3:42])[cH:37][c:38]([F:41])[cH:39][cH:40]2)([CH3:44])[CH3:45])[cH:17][c:18]([C:20]([F:21])([F:22])[F:23])[cH:19]1)([F:46])[F:47].[K+:52].[K+:53].[OH2:58]>>[CH2:1]1[C:2]2([CH2:10][OH:11])[N:3]([CH2:4][CH2:5][N:6]1[c:32]1[n:31][cH:30][c:29]([N:27]([C:25]([C:24]([c:16]3[cH:15][c:14]([C:13]([F:12])([F:46])[F:47])[cH:19][c:18]([C:20]([F:21])([F:22])[F:23])[cH:17]3)([CH3:44])[CH3:45])=[O:26])[CH3:28])[c:34](-[c:35]3[c:36]([CH3:42])[cH:37][c:38]([F:41])[cH:39][cH:40]3)[cH:33]1)[CH2:7][CH2:8][CH2:9]2. Starting materials: CCNC1=NC(=NC(=N1)Cl)NC(C)C (atrazine), C[O-].[Na+] (sodium methoxide), COC1=NC(=NC(=N1)NC1CC1)NC(C)C (2-methoxy-4-(cyclopropylamino)-6-(1-methylethylamino)-1,3,5-triazine), ClC1=NC(=NC(=N1)NC1CC1)NC(C)C (2-chloro-4-(cyclopropylamino)-6-(1-methylethylamino)-1,3,5-triazine). The solvent is CCCCCC (hexane). The product is COC1=NC(=NC(=N1)NC(C)C)NCC (2-methoxy-4-(1-methylethylamino)-6-ethylamino-1,3,5-triazine). Reaction SMILES: CCNC1N=C(Cl)N=C(NC(C)C)N=1.C[O-].[Na+].[CH3:18][O:19][C:20]1[N:25]=[C:24]([NH:26][CH:27]2[CH2:29][CH2:28]2)[N:23]=[C:22]([NH:30][CH:31](C)[CH3:32])[N:21]=1.ClC1N=C(NC2CC2)N=C(NC(C)C)N=1>CCCCCC>[CH3:18][O:19][C:20]1[N:25]=[C:24]([NH:26][CH:27]([CH3:29])[CH3:28])[N:23]=[C:22]([NH:30][CH2:31][CH3:32])[N:21]=1 |f:1.2|. Reported procedure: 2-methoxy-4-(1-methylethylamino)-6-ethylamino-1,3,5-triazine (14A) (Atraton) was prepared as a white solid (recrystallized from hexane), m.p.: 95°-96° C., by treating atrazine (Examples 5-8) with sodium methoxide according to the procedure described for preparing 13A from 9B, Example 13. Reagents/catalysts: [C].[Pd] (palladium carbon). Procedure: A 300-ml four-necked glass flask was charged with 38.0 g (0.20 mole) of 4-(4-hydroxyphenyl)-3-cyclohexene-1-ol, 0.4 g of 5% palladium carbon, 59.1 g (0.50 mole) of o-methylstyrene and 100 ml of 2-ethylhexanol. The mixture was reacted at 160° C. for 4 hours in a nitrogen atmosphere. The reaction mixture was hot filtered at 150° C. to recover the palladium-carbon. 2-Ethylhexanol, α-methylstyrene and cumene formed were distilled off from the filtrate under reduced pressure. 37.2 g of white crystals... The product is C(C)C(CO)CCCC (2-Ethylhexanol), CC(=C)C1=CC=CC=C1 (α-methylstyrene), C1(=CC=CC=C1)C(C)C (cumene). RXN SMILES: [OH:1][C:2]1[CH:7]=[CH:6][C:5]([C:8]2[CH2:13]CC(O)C[CH:9]=2)=[CH:4][CH:3]=1.[CH3:15][C:16]1[CH:23]=[CH:22][CH:21]=[CH:20][C:17]=1[CH:18]=C>[C].[Pd].C(C(CCCC)CO)C>[CH2:16]([CH:17]([CH2:20][CH2:21][CH2:22][CH3:23])[CH2:18][OH:1])[CH3:15].[CH3:13][C:8]([C:5]1[CH:6]=[CH:7][CH:2]=[CH:3][CH:4]=1)=[CH2:9].[C:5]1([CH:8]([CH3:13])[CH3:9])[CH:6]=[CH:7][CH:2]=[CH:3][CH:4]=1 |f:2.3|. Run in C(C)C(CO)CCCC (2-ethylhexanol). Reactants: OC1=CC=C(C=C1)C1=CCC(CC1)O (4-(4-hydroxyphenyl)-3-cyclohexene-1-ol), CC1=C(C=C)C=CC=C1 (o-methylstyrene). Starting materials: C(C)(C)[C@@H]1NC(OC1)=O ((S)-4-isopropyloxazolidin-2-one), ClC1=NC=2N(C=C1)N=CC2 (5-chloropyrazolo[1,5-a]pyrimidine), BrC=1C=NN2C1N=C(C=C2)Cl (3-bromo-5-chloropyrazolo[1,5-a]pyrimidine). The product is C1(=CC=CC=C1)[C@@H]1N(C(OC1)=O)C1=NC=2N(C=C1)N=CC2 ((S)-4-Phenyl-3-(pyrazolo[1,5-a]pyrimidin-5-yl)oxazolidin-2-one). Isolated yield 77.0%. Reaction SMILES: [CH:1]([C@H:4]1[CH2:8][O:7][C:6](=[O:9])[NH:5]1)([CH3:3])[CH3:2].Cl[C:11]1[CH:16]=[CH:15][N:14]2[N:17]=[CH:18][CH:19]=[C:13]2[N:12]=1.Br[C:21]1[CH:22]=NN2C=CC(Cl)=N[C:25]=12>>[C:1]1([C@H:4]2[CH2:8][O:7][C:6](=[O:9])[N:5]2[C:11]2[CH:16]=[CH:15][N:14]3[N:17]=[CH:18][CH:19]=[C:13]3[N:12]=2)[CH:3]=[CH:22][CH:21]=[CH:25][CH:2]=1. Procedure: (S)-4-Phenyl-3-(pyrazolo[1,5-a]pyrimidin-5-yl)oxazolidin-2-one (0.423 g, 77%) was prepared by the procedure described in Example 1, Step 4, substituting (S)-4-phenyloxazolidin-2-one (0.638 g, 3.91 mmol) for (S)-4-isopropyloxazolidin-2-one and 5-chloropyrazolo[1,5-a]pyrimidine (0.300 g, 1.95 mmol) for 3-bromo-5-chloropyrazolo[1,5-a]pyrimidine.